This data is from the Open Reaction Database (ORD), a public repository of structured organic reaction records. The task is: describe an organic reaction: reactants, conditions, products, and yield Reactants: C(C)(C)(C)C=1C=C2C(C(=O)OC2=O)=CC1 (4-t-butylphthalic anhydride), NC(=O)N (urea). Run in CN(C=O)C (dimethylformamide). Run at temperature 250 celsius. The product is C(C)(C)(C)C=1C=C2C(C(=O)NC2=O)=CC1 (4-t-butyl-phthalimide). Yield: 91.8%. As a reaction SMILES: [C:1]([C:5]1[CH:6]=[C:7]2[C:12](=O)[O:11][C:9](=[O:10])[C:8]2=[CH:14][CH:15]=1)([CH3:4])([CH3:3])[CH3:2].[NH2:16]C(N)=O>CN(C)C=O>[C:1]([C:5]1[CH:6]=[C:7]2[C:12](=[O:11])[NH:16][C:9](=[O:10])[C:8]2=[CH:14][CH:15]=1)([CH3:4])([CH3:3])[CH3:2]. Procedure details: Equimolar quantities of 4-t-butylphthalic anhydride (150.33 grams, 0.7361 mol) and urea (44.21 grams) were mixed with a thermometer in a 1 liter round bottom flask. The solids were heated slowly with a Meker burner. At 175° C., the reaction became exothermic and had to be cooled with an air gun. When the exotherm subsided, the temperature was increased to 250° C. and maintained at that temperature for 30 minutes. The flask was then cooled and 300 milliters of dimethylformamide was added, after w... The reactants are C1(=NNC=2C1=C1C(=NC2)NC=C1)C1C[C@H](CC1)N ((1S)-3-(3,6-Dihydropyrazolo[4,3-d]pyrrolo[2,3-b]pyridin-1-yl)cyclopentanamine), ClC1=NC=C(C#N)C=C1 (6-chloronicotinonitrile), CCN(C(C)C)C(C)C (DIEA). The solvent is CCO (EtOH). Run at temperature 120 celsius. Yields the product C1(=NNC=2C1=C1C(=NC2)NC=C1)[C@@H]1C[C@H](CC1)NC1=NC=C(C#N)C=C1 (6-((1S,3S)-3-(3,6-dihydropyrazolo[4,3-d]pyrrolo[2,3-b]pyridin-1-yl)cyclopentylamino)nicotinonitrile). Isolated yield 4.9%. RXN SMILES: [C:1]1([CH:13]2[CH2:17][CH2:16][C@H:15]([NH2:18])[CH2:14]2)[C:5]2=[C:6]3[CH:12]=[CH:11][NH:10][C:7]3=[N:8][CH:9]=[C:4]2[NH:3][N:2]=1.Cl[C:20]1[CH:27]=[CH:26][C:23]([C:24]#[N:25])=[CH:22][N:21]=1.CCN(C(C)C)C(C)C>CCO>[C:1]1([C@H:13]2[CH2:17][CH2:16][C@H:15]([NH:18][C:20]3[CH:27]=[CH:26][C:23]([C:24]#[N:25])=[CH:22][N:21]=3)[CH2:14]2)[C:5]2=[C:6]3[CH:12]=[CH:11][NH:10][C:7]3=[N:8][CH:9]=[C:4]2[NH:3][N:2]=1. Procedure details: A mixture of (1S)-3-(3,6-Dihydropyrazolo[4,3-d]pyrrolo[2,3-b]pyridin-1-yl)cyclopentanamine (0.20 g, 0.83 mmol, Preparation #30), 6-chloronicotinonitrile (0.12 g, 0.83 mmol), DIEA (0.22 mL, 1.2 mmol), and EtOH (3 mL) were heated for about 1 h at about 120° C. in a microwave (250 psi maximum pressure, 1 min ramp, 300 max watts). The reaction mixture was concentrated in vacuo and purified by RP-HPLC (Table 2, Method s) to give 6-((1S,3S)-3-(3,6-dihydropyrazolo[4,3-d]pyrrolo[2,3-b]pyridin-1-yl)cyclo...